This data is from the Open Reaction Database (ORD), a public repository of structured organic reaction records. The task is: describe an organic reaction: reactants, conditions, products, and yield The reactants are CCCOC(C)C(=O)OC, [Na+], [OH-], O. The product is CCCOC(C)C(=O)O. RXN SMILES: [CH2:1]([CH2:2][CH3:3])[O:4][CH:5]([C:6](=[O:7])[O:8][CH3:9])[CH3:10].[Na+:12].[OH-:11].[OH2:13]>>[CH2:1]([CH2:2][CH3:3])[O:4][CH:5]([C:6](=[O:7])[OH:8])[CH3:10]. Starting materials: ClC1=C2C(=NC=C1C#N)N(C=C2)S(=O)(=O)C2=CC=CC=C2 (4-chloro-1-(phenylsulfonyl)-1H-pyrrolo[2,3-b]pyridine-5-carbonitrile), FC=1C=CC(=C(C1)B(O)O)OC ((5-fluoro-2-methoxyphenyl)boronic acid), C(O)([O-])=O.[Na+] (sodium hydrogencarbonate). The reagents and catalysts are Cl[Pd]Cl.C1(=CC=CC=C1)P([C-]1C=CC=C1)C1=CC=CC=C1.[C-]1(C=CC=C1)P(C1=CC=CC=C1)C1=CC=CC=C1.[Fe+2].ClCCl ([1,1′-bis(diphenylphosphino)ferrocene]-dichloropalladium(II) dichloromethane). Run in CN(C=O)C (N,N-dimethylformamide), O (water), O (water). Reaction conditions: temperature 100 celsius. Product: FC=1C=CC(=C(C1)C1=C2C(=NC=C1C#N)N(C=C2)S(=O)(=O)C2=CC=CC=C2)OC (4-(5-fluoro-2-methoxyphenyl)-1-(phenylsulfonyl)-1H-pyrrolo[2,3-b]pyridine-5-carbonitrile). As a reaction SMILES: Cl[C:2]1[C:7]([C:8]#[N:9])=[CH:6][N:5]=[C:4]2[N:10]([S:13]([C:16]3[CH:21]=[CH:20][CH:19]=[CH:18][CH:17]=3)(=[O:15])=[O:14])[CH:11]=[CH:12][C:3]=12.[F:22][C:23]1[CH:24]=[CH:25][C:26]([O:32][CH3:33])=[C:27](B(O)O)[CH:28]=1.C(=O)([O-])O.[Na+]>CN(C)C=O.O.Cl[Pd]Cl.C1(P(C2C=CC=CC=2)[C-]2C=CC=C2)C=CC=CC=1.[C-]1(P(C2C=CC=CC=2)C2C=CC=CC=2)C=CC=C1.[Fe+2].ClCCl>[F:22][C:23]1[CH:28]=[CH:27][C:26]([O:32][CH3:33])=[C:25]([C:2]2[C:7]([C:8]#[N:9])=[CH:6][N:5]=[C:4]3[N:10]([S:13]([C:16]4[CH:21]=[CH:20][CH:19]=[CH:18][CH:17]=4)(=[O:15])=[O:14])[CH:11]=[CH:12][C:3]=23)[CH:24]=1 |f:2.3,6.7.8.9.10|. Procedure details: A mixture of Example 236A (2 g, 6.29 mmol), (5-fluoro-2-methoxyphenyl)boronic acid (1.284 g, 7.55 mmol), sodium hydrogencarbonate (1.586 g, 18.88 mmol) and [1,1′-bis(diphenylphosphino)ferrocene]-dichloropalladium(II)-dichloromethane adduct (0.276 g, 0.378 mmol) in 80 mL N,N-dimethylformamide and 20 mL water was degassed with nitrogen and heated at 100° C. for 3 hours. The mixture was cooled to room temperature, diluted with water, and extracted with ethyl acetate. The organic phase was washed wi... Reactants: CCOC(C)=O, Cc1n[nH]c(Br)c1Cl, CCCCCC, COc1cc(N2CCN(C(=O)CCl)CC2)ccc1Cl, [K+], [K+], O=C([O-])[O-], CN(C)C=O. The product is COc1cc(N2CCN(C(=O)Cn3nc(C)c(Cl)c3Br)CC2)ccc1Cl. As a reaction SMILES: [C:39]([O:40][CH2:41][CH3:42])(=[O:43])[CH3:44].[CH3:1][c:2]1[n:3][nH:4][c:5]([Br:8])[c:6]1[Cl:7].[CH3:45][CH2:46][CH2:47][CH2:48][CH2:49][CH3:50].[Cl:15][CH2:16][C:17](=[O:18])[N:19]1[CH2:20][CH2:21][N:22]([c:25]2[cH:26][c:27]([O:32][CH3:33])[c:28]([Cl:31])[cH:29][cH:30]2)[CH2:23][CH2:24]1.[K+:10].[K+:9].[O-:11][C:12]([O-:13])=[O:14].[O:34]=[CH:35][N:36]([CH3:37])[CH3:38]>>[CH3:1][c:2]1[n:3][n:4]([CH2:16][C:17](=[O:18])[N:19]2[CH2:20][CH2:21][N:22]([c:25]3[cH:26][c:27]([O:32][CH3:33])[c:28]([Cl:31])[cH:29][cH:30]3)[CH2:23][CH2:24]2)[c:5]([Br:8])[c:6]1[Cl:7]. Starting materials: ClC1=C(C=C2C(C(=CN(C2=C1)CC)C(=O)O)=O)F (7-chloro-1-ethyl-6-fluoro-1,4-dihydro-4-oxo-3-quinolinecarboxylic acid), C(C)(C)(C)OC(=O)N[C@@H]1CNC[C@@H]1C (cis-3-t-butoxycarbonylamino-4-methylpyrrolidine), C1CCC2=NCCCN2CC1 (DBU). Solvent: C(C)#N (acetonitrile). Yields the product N[C@@H]1CN(C[C@@H]1C)C1=C(C=C2C(C(=CN(C2=C1)CC)C(=O)O)=O)F (7-(cis-3-Amino-4-methyl-1-pyrrolidinyl)-1-ethyl-6-fluoro-1,4-dihydro-4-oxo-3-quinolinecarboxylic acid). Isolated yield 0.6%. Reaction SMILES: Cl[C:2]1[CH:11]=[C:10]2[C:5]([C:6](=[O:17])[C:7]([C:14]([OH:16])=[O:15])=[CH:8][N:9]2[CH2:12][CH3:13])=[CH:4][C:3]=1[F:18].C(OC([NH:26][C@H:27]1[C@@H:31]([CH3:32])[CH2:30][NH:29][CH2:28]1)=O)(C)(C)C.C1CCN2C(=NCCC2)CC1>C(#N)C>[NH2:26][C@H:27]1[C@@H:31]([CH3:32])[CH2:30][N:29]([C:2]2[CH:11]=[C:10]3[C:5]([C:6](=[O:17])[C:7]([C:14]([OH:16])=[O:15])=[CH:8][N:9]3[CH2:12][CH3:13])=[CH:4][C:3]=2[F:18])[CH2:28]1. Procedure details: A mixture of 7-chloro-1-ethyl-6-fluoro-1,4-dihydro-4-oxo-3-quinolinecarboxylic acid (1.0 g), cis-3-t-butoxycarbonylamino-4-methylpyrrolidine (0.89 g), DBU (0.62 g) and anhydrous acetonitrile (30 ml) was refluxed for 27 hours. Then, the reacting mixture was treated as described in example 33 and recrystallized from chloroform-methanol-concentrated aqueous ammonia (20:20:1) to give the title compound (0.008 g) as white powder, mp 300~° C. (decompd.). The solvent is hexanes, CCOC(=O)C (EtOAc), C1(=CC=CC=C1)C (toluene). Reaction SMILES: Br[C:2]1[CH:3]=[C:4]([C@H:8]([NH:10][C:11](=[O:17])[O:12][C:13]([CH3:16])([CH3:15])[CH3:14])[CH3:9])[CH:5]=[CH:6][CH:7]=1.CC1(C)C2C(=C(P(C3C=CC=CC=3)C3C=CC=CC=3)C=CC=2)OC2C(P(C3C=CC=CC=3)C3C=CC=CC=3)=CC=CC1=2.[N:60]1([C:66]([O:68][CH2:69][C:70]2[CH:75]=[CH:74][CH:73]=[CH:72][CH:71]=2)=[O:67])[CH2:65][CH2:64][NH:63][CH2:62][CH2:61]1.CC(C)([O-])C.[Na+]>C1(C)C=CC=CC=1.C1C=CC(/C=C/C(/C=C/C2C=CC=CC=2)=O)=CC=1.C1C=CC(/C=C/C(/C=C/C2C=CC=CC=2)=O)=CC=1.C1C=CC(/C=C/C(/C=C/C2C=CC=CC=2)=O)=CC=1.[Pd].[Pd].CCOC(C)=O>[C:13]([O:12][C:11]([NH:10][C@@H:8]([C:4]1[CH:3]=[C:2]([N:63]2[CH2:62][CH2:61][N:60]([C:66]([O:68][CH2:69][C:70]3[CH:75]=[CH:74][CH:73]=[CH:72][CH:71]=3)=[O:67])[CH2:65][CH2:64]2)[CH:7]=[CH:6][CH:5]=1)[CH3:9])=[O:17])([CH3:16])([CH3:15])[CH3:14] |f:3.4,6.7.8.9.10|. Yield: 94.1%. Run at temperature 70 celsius, time 16 hour. Product: C(C)(C)(C)OC(=O)N[C@H](C)C=1C=C(C=CC1)N1CCN(CC1)C(=O)OCC1=CC=CC=C1 ((R)-Benzyl 4-(3-(1-(tert-butoxycarbonylamino)ethyl)phenyl)-piperazine-1-carboxylate). Reported procedure: To a suspension of Intermediate 10A (50 mg, 0.17 mmol) and Pd2(dba)3 (15 mg, 0.017 mmol) in toluene (2 mL) was added Xantphos (29 mg, 0.050 mmol), benzyl piperazine-1-carboxylate (37 mg, 0.17 mmol), followed by sodium tert-butoxide (48 mg, 0.50 mmol). The reaction mixture was stirred at 70° C. for 16 h, and then filtered. The filtrate was concentrated and purified by flash chromatography using a 15 min gradient from 0 to 100% EtOAc in hexanes to give Intermediate 10B (70 mg, 0.16 mmol, 96% yield... Reagents/catalysts: C=1C=CC(=CC1)/C=C/C(=O)/C=C/C2=CC=CC=C2.C=1C=CC(=CC1)/C=C/C(=O)/C=C/C2=CC=CC=C2.C=1C=CC(=CC1)/C=C/C(=O)/C=C/C2=CC=CC=C2.[Pd].[Pd] (Pd2(dba)3). The reactants are BrC=1C=C(C=CC1)[C@@H](C)NC(OC(C)(C)C)=O ((R)-tert-Butyl 1-(3-bromophenyl)ethylcarbamate), CC1(C2=C(C(=CC=C2)P(C3=CC=CC=C3)C4=CC=CC=C4)OC5=C(C=CC=C51)P(C6=CC=CC=C6)C7=CC=CC=C7)C (Xantphos), N1(CCNCC1)C(=O)OCC1=CC=CC=C1 (benzyl piperazine-1-carboxylate), CC(C)([O-])C.[Na+] (sodium tert-butoxide). The reactants are CN1CCOCC1 (4-Methylmorpholine), FC=1C=C(C=CC1N1CCS(CC1)=O)N1C(O[C@H](C1)CNC(C)=O)=O (N-[[(5S)-3-[3-fluoro-4-(1-oxido-4-thiomorpholinyl)phenyl]-2-oxo-5-oxazolidinyl]methyl]acetamide), FC(C(=O)OC(C(F)(F)F)=O)(F)F (trifluoroacetic anhydride). Solvent: C(Cl)Cl (DCM). Conditions: time 20 hour. The product is O=S1(CCN(C=C1)C1=C(C=C(C=C1)N1C(O[C@H](C1)CNC(C)=O)=O)F)=O (N-[[(5S)-3-[4-(2,3-dihydro-1,1-dioxido-4H-1,4-thiazin-4-yl)-3-fluorophenyl]-2-oxo-5-oxazolidinyl]methyl]acetamide). Reaction SMILES: CN1CC[O:5]CC1.[F:8][C:9]1[CH:10]=[C:11]([N:22]2[CH2:26][C@H:25]([CH2:27][NH:28][C:29](=[O:31])[CH3:30])[O:24][C:23]2=[O:32])[CH:12]=[CH:13][C:14]=1[N:15]1[CH2:20][CH2:19][S:18](=[O:21])[CH2:17][CH2:16]1.FC(F)(F)C(OC(=O)C(F)(F)F)=O>C(Cl)Cl>[O:21]=[S:18]1(=[O:5])[CH:17]=[CH:16][N:15]([C:14]2[CH:13]=[CH:12][C:11]([N:22]3[CH2:26][C@H:25]([CH2:27][NH:28][C:29](=[O:31])[CH3:30])[O:24][C:23]3=[O:32])=[CH:10][C:9]=2[F:8])[CH2:20][CH2:19]1. Reported procedure: 4-Methylmorpholine (1.2 mL, 11.1 mmol) is added to a solution of N-[[(5S)-3-[3-fluoro-4-(1-oxido-4-thiomorpholinyl)phenyl]-2-oxo-5-oxazolidinyl]methyl]acetamide (0.690 g, 1.87 mmol; prepared as described in U.S. Pat. No. 5,688,792) in DCM (40 mL), followed by trifluoroacetic anhydride (1.06 mL, 7.5 mmol). The solution is stirred at r.t. for about 20 h, and is concentrated under vacuum, then dissolved in 100 mL of EtOAc—2.5% aq. NaHCO3 (1:1). Aqueous phase is extracted with EtOAc (2×50 mL). The c... Starting materials: CN1CCC(N)CC1, CCO, O=[N+]([O-])c1ccc(Cl)c([N+](=O)[O-])c1. Yields the product CN1CCC(Nc2ccc([N+](=O)[O-])cc2[N+](=O)[O-])CC1. RXN SMILES: [CH3:14][N:15]1[CH2:16][CH2:17][CH:18]([NH2:21])[CH2:19][CH2:20]1.[CH3:22][CH2:23][OH:24].[Cl:1][c:2]1[c:3]([N+:11](=[O:12])[O-:13])[cH:4][c:5]([N+:8](=[O:9])[O-:10])[cH:6][cH:7]1>>[c:2]1([NH:21][CH:18]2[CH2:17][CH2:16][N:15]([CH3:14])[CH2:20][CH2:19]2)[c:3]([N+:11](=[O:12])[O-:13])[cH:4][c:5]([N+:8](=[O:9])[O-:10])[cH:6][cH:7]1. Procedure: A mixture of 0.10 g 4-methoxy-7-morpholin-4-yl-benzothiazole-2-carboxylic acid (2-oxo-2-thiophen-3-yl-ethyl)-amide and 0.32 g ammonium triflouroacetate was melted at 170° C. for 50 minutes and, after cooling to room temperature, suspended in water. Extraction with dichloromethane and chromatography on silicagel with ethylacetate/hexane 1:1 gave 0.06 g (59%) 4-methoxy-7-morpholin-4-yl-2-(4-thiophen-3-yl-1H-imidazol-2-yl)-benzothiazole as yellow solid; MS (ISP): m/e=399 (M+H+). RXN SMILES: O=[C:2]([C:24]1[CH:28]=[CH:27][S:26][CH:25]=1)[CH2:3][NH:4][C:5]([C:7]1[S:8][C:9]2[C:15]([N:16]3[CH2:21][CH2:20][O:19][CH2:18][CH2:17]3)=[CH:14][CH:13]=[C:12]([O:22][CH3:23])[C:10]=2[N:11]=1)=O.FC(F)(F)C([O-])=O.[NH4+:36]>O>[CH3:23][O:22][C:12]1[C:10]2[N:11]=[C:7]([C:5]3[NH:4][CH:3]=[C:2]([C:24]4[CH:28]=[CH:27][S:26][CH:25]=4)[N:36]=3)[S:8][C:9]=2[C:15]([N:16]2[CH2:17][CH2:18][O:19][CH2:20][CH2:21]2)=[CH:14][CH:13]=1 |f:1.2|. Run in O (water). Starting materials: O=C(CNC(=O)C=1SC2=C(N1)C(=CC=C2N2CCOCC2)OC)C2=CSC=C2 (4-methoxy-7-morpholin-4-yl-benzothiazole-2-carboxylic acid (2-oxo-2-thiophen-3-yl-ethyl)-amide), FC(C(=O)[O-])(F)F.[NH4+] (ammonium triflouroacetate). Yields the product COC1=CC=C(C2=C1N=C(S2)C=2NC=C(N2)C2=CSC=C2)N2CCOCC2 (4-methoxy-7-morpholin-4-yl-2-(4-thiophen-3-yl-1H-imidazol-2-yl)-benzothiazole). Isolated yield 62.9%.